This data is from the Open Reaction Database (ORD), a public repository of structured organic reaction records. The task is: describe an organic reaction: reactants, conditions, products, and yield Reactants: C1CCOC1, CC(C)(C)C(=O)Cl, CCN(C(C)C)C(C)C, ClCCl, Nc1cc(Cl)ccc1CO. The product is CC(C)(C)C(=O)Nc1cc(Cl)ccc1CO. Reaction SMILES: [CH2:30]1[O:31][CH2:32][CH2:33][CH2:34]1.[CH3:1][C:2]([C:3](=[O:4])[Cl:5])([CH3:6])[CH3:7].[CH:18]([N:19]([CH2:20][CH3:21])[CH:22]([CH3:23])[CH3:24])([CH3:25])[CH3:26].[Cl:27][CH2:28][Cl:29].[NH2:8][c:9]1[c:10]([CH2:16][OH:17])[cH:11][cH:12][c:13]([Cl:15])[cH:14]1>>[CH3:1][C:2]([C:3](=[O:4])[NH:8][c:9]1[c:10]([CH2:16][OH:17])[cH:11][cH:12][c:13]([Cl:15])[cH:14]1)([CH3:6])[CH3:7].